Dataset: the Open Reaction Database (ORD), a public repository of structured organic reaction records. Task: describe an organic reaction: reactants, conditions, products, and yield Yields the product CCCCCNC(=O)c1ccc(Cl)nn1. Reaction SMILES: [CH2:15]([CH2:16][CH2:17][CH2:18][CH3:19])[NH2:20].[Cl:1][c:2]1[cH:3][cH:4][c:5]([C:8](=[O:9])[OH:10])[n:6][n:7]1.[O:21]1[CH2:22][CH2:23][O:24][CH2:25][CH2:26]1.[S:11]([Cl:12])([Cl:13])=[O:14]>>[Cl:1][c:2]1[cH:3][cH:4][c:5]([C:8](=[O:10])[NH:20][CH2:15][CH2:16][CH2:17][CH2:18][CH3:19])[n:6][n:7]1. The reactants are CCCCCN, O=C(O)c1ccc(Cl)nn1, C1COCCO1, O=S(Cl)Cl. Starting materials: N1=C(C=CC=C1)C(=O)O (picolinic acid), C(C)(C)N(C(C)C)CC (N,N-diisopropylethylamine), C=1C=CC2=C(C1)N=NN2O (HOBT), C(CCl)Cl (EDC), N1C(=NC2=C1C=CC=C2)CN(CCCN)C2CCCC=1C=CC=NC21 (N1-(1H-Benzimidazol-2-ylmethyl)-N1-(5,6,7,8-tetrahydroquinolin-8-yl)-propane-1,3-diamine), resultant solution. Solvent: CCOC(=O)C (EtOAc), [Cl-].[Na+].O (brine), O (H2O), CN(C)C=O (DMF). Product: N1C(=NC2=C1C=CC=C2)CN(CCCNC(=O)C2=NC=CC=C2)C2CCCC=1C=CC=NC21 (Pyridine-2-carboxylic acid {3-[(1H-benzimidazol-2-ylmethyl)-(5,6,7,8-tetrahydro-quinolin-8-yl)-amino]-propyl}-amide). The yield is 47.7%. Reaction SMILES: [N:1]1[CH:6]=[CH:5][CH:4]=[CH:3][C:2]=1[C:7]([OH:9])=O.C(N(CC)C(C)C)(C)C.C1C=CC2N(O)N=NC=2C=1.C(Cl)CCl.[NH:33]1[C:37]2[CH:38]=[CH:39][CH:40]=[CH:41][C:36]=2[N:35]=[C:34]1[CH2:42][N:43]([CH:48]1[C:57]2[N:56]=[CH:55][CH:54]=[CH:53][C:52]=2[CH2:51][CH2:50][CH2:49]1)[CH2:44][CH2:45][CH2:46][NH2:47]>CN(C=O)C.CCOC(C)=O.[Cl-].[Na+].O.O>[NH:33]1[C:37]2[CH:38]=[CH:39][CH:40]=[CH:41][C:36]=2[N:35]=[C:34]1[CH2:42][N:43]([CH:48]1[C:57]2[N:56]=[CH:55][CH:54]=[CH:53][C:52]=2[CH2:51][CH2:50][CH2:49]1)[CH2:44][CH2:45][CH2:46][NH:47][C:7]([C:2]1[CH:3]=[CH:4][CH:5]=[CH:6][N:1]=1)=[O:9] |f:7.8.9|. Procedure: To a stirred solution of picolinic acid (36.7 mg, 0.30 mmol) in anhydrous DMF (3 mL) was added N,N-diisopropylethylamine (0.10 mL, 0.6 mmol), HOBT (48.3 mg, 0.36 mmol), EDC (68.6 mg, 0.36 mmol) and N1-(1H-Benzimidazol-2-ylmethyl)-N1-(5,6,7,8-tetrahydroquinolin-8-yl)-propane-1,3-diamine (100 mg, 0.30 mmol). The resultant solution was stirred at room temperature for 16 h. The reaction mixture was diluted with EtOAc (40 mL), brine (15 mL) and H2O (5 mL) and the two layers mixed vigorously for 15 mi... Run in O1CCCC1 (tetrahydrofuran). As a reaction SMILES: [Cl:1][C:2]1[C:7]2[CH2:8][NH:9][C:10](=O)[CH2:11][S:12][C:6]=2[CH:5]=[CH:4][CH:3]=1.[H-].[Al+3].[Li+].[H-].[H-].[H-].S([O-])([O-])(=O)=O.[Na+].[Na+]>O1CCCC1>[Cl:1][C:2]1[C:7]2[CH2:8][NH:9][CH2:10][CH2:11][S:12][C:6]=2[CH:5]=[CH:4][CH:3]=1 |f:1.2.3.4.5.6,7.8.9|. Starting materials: ClC1=CC=CC2=C1CNC(CS2)=O (6-Chloro-4,5-dihydro-1,4-benzothiazepin-3(2H)-one), [H-].[Al+3].[Li+].[H-].[H-].[H-] (lithium aluminium hydride), S(=O)(=O)([O-])[O-].[Na+].[Na+] (sodium sulphate), [H-].[Al+3].[Li+].[H-].[H-].[H-] (lithium aluminium hydride). Procedure details: 6-Chloro-4,5-dihydro-1,4-benzothiazepin-3(2H)-one (9.8 g, prepared in a similar manner to example 11 of international patent application WO 92/21668) was added to a stirred solution of lithium aluminium hydride (5.01 g) in dry tetrahydrofuran (400 ml). After the addition, the reaction mixture was heated under reflux for five minutes and then cooled. Excess lithium aluminium hydride was decomposed by adding of a saturated aqueous solution of sodium sulphate. The mixture was filtered and the solve... Yields the product ClC1=CC=CC2=C1CNCCS2 (6-chloro-2,3,4,5-tetrahydro-1,4-benzothiazepine). The reactants are C(#N)[BH3-].[Na+] (sodium cyanoborohydride), CN1C(=NC=C1)C=O (1-methyl-2-imidazole carboxaldehyde), CN1C(=NC=C1)C=O (1-methyl-2-imidazole carboxaldehyde), COC(CN(CCCCN(CCC)CCC)CC1=CC=C(C=C1)CN)=O ([(4-aminomethyl-benzyl)-(4-dipropylamino-butyl)-amino]-acetic acid methyl ester), C(OC)(OC)OC (trimethyl orthoformate), C(#N)[BH3-].[Na+] (sodium cyanoborohydride). Solvent: CO (methanol), CO (methanol), CO (methanol), C(C)(=O)O (acetic acid). Run at time 1 hour. The product is COC(CN(CCCCN(CCC)CCC)CC1=CC=C(C=C1)CN(CC=1N(C=CN1)C)CC=1N(C=CN1)C)=O ([(4-[[bis-(1-methyl-1H-imidazol-2-ylmethyl)-amino]-methyl]-benzyl)-(4-dipropylamino-butyl)-amino]-acetic acid methyl ester). The yield is 87.4%. RXN SMILES: [CH3:1][O:2][C:3](=[O:26])[CH2:4][N:5]([CH2:17][C:18]1[CH:23]=[CH:22][C:21]([CH2:24][NH2:25])=[CH:20][CH:19]=1)[CH2:6][CH2:7][CH2:8][CH2:9][N:10]([CH2:14][CH2:15][CH3:16])[CH2:11][CH2:12][CH3:13].C(OC)(OC)OC.[C:34]([BH3-])#[N:35].[Na+].[CH3:38][N:39]1[CH:43]=[CH:42][N:41]=[C:40]1[CH:44]=O>CO.C(O)(=O)C>[CH3:1][O:2][C:3](=[O:26])[CH2:4][N:5]([CH2:17][C:18]1[CH:23]=[CH:22][C:21]([CH2:24][N:25]([CH2:7][C:6]2[N:35]([CH3:34])[CH:3]=[CH:4][N:5]=2)[CH2:44][C:40]2[N:39]([CH3:38])[CH:43]=[CH:42][N:41]=2)=[CH:20][CH:19]=1)[CH2:6][CH2:7][CH2:8][CH2:9][N:10]([CH2:14][CH2:15][CH3:16])[CH2:11][CH2:12][CH3:13] |f:2.3|. Reported procedure: The compound (1.78 g) obtained in Example 64-1 was dissolved in methanol (30 ml) and added with trimethyl orthoformate (1.8 ml), acetic acid (1.0 ml), and sodium cyanoborohydride (0.324 g). The mixture was gradually added with a methanol solution (5.0 ml) containing 1-methyl-2-imidazole carboxaldehyde (0.550 g) and the whole was stirred at room temperature for 1 hour. Further, sodium cyanoborohydride (0.486 g) and a methanol solution (6.0 ml) containing 1-methyl-2-imidazole carboxaldehyde (0.660... The reactants are F[B-](F)(F)F, COc1cc(Br)cn2nccc12, CC(C)(C)[PH+](C(C)(C)C)C(C)(C)C, Cn1cc(B2OC(C)(C)C(C)(C)O2)cn1, CCOC(C)=O, [F-], [K+], CN(C)C=O, O=C(C=Cc1ccccc1)C=Cc1ccccc1, O=C(C=Cc1ccccc1)C=Cc1ccccc1, O=C(C=Cc1ccccc1)C=Cc1ccccc1, [Pd], [Pd]. Yields the product COc1cc(-c2cnn(C)c2)cn2nccc12. RXN SMILES: [B-:30]([F:31])([F:32])([F:33])[F:34].[Br:1][c:2]1[cH:3][c:4]([O:11][CH3:12])[c:5]2[n:6]([cH:7]1)[n:8][cH:9][cH:10]2.[C:35]([PH+:36]([C:37]([CH3:38])([CH3:39])[CH3:40])[C:41]([CH3:42])([CH3:43])[CH3:44])([CH3:45])([CH3:46])[CH3:47].[CH3:13][n:14]1[n:15][cH:16][c:17]([B:19]2[O:20][C:21]([CH3:22])([CH3:23])[C:24]([CH3:25])([CH3:26])[O:27]2)[cH:18]1.[CH3:53][CH2:54][O:55][C:56](=[O:57])[CH3:58].[F-:28].[K+:29].[O:48]=[CH:49][N:50]([CH3:51])[CH3:52].[O:61]=[C:62]([CH:63]=[CH:64][c:65]1[cH:66][cH:67][cH:68][cH:69][cH:70]1)[CH:71]=[CH:72][c:73]1[cH:74][cH:75][cH:76][cH:77][cH:78]1.[O:79]=[C:80]([CH:81]=[CH:82][c:83]1[cH:84][cH:85][cH:86][cH:87][cH:88]1)[CH:89]=[CH:90][c:91]1[cH:92][cH:93][cH:94][cH:95][cH:96]1.[O:97]=[C:98]([CH:99]=[CH:100][c:101]1[cH:102][cH:103][cH:104][cH:105][cH:106]1)[CH:107]=[CH:108][c:109]1[cH:110][cH:111][cH:112][cH:113][cH:114]1.[Pd:59].[Pd:60]>>[c:2]1(-[c:17]2[cH:16][n:15][n:14]([CH3:13])[cH:18]2)[cH:3][c:4]([O:11][CH3:12])[c:5]2[n:6]([cH:7]1)[n:8][cH:9][cH:10]2. Reactants: C(C)OC(C1=CC=C(C=C1)Br)OCC (4-bromobenzaldehyde diethylacetal), [Cl-].[Ce+3].[Cl-].[Cl-] (Cerium chloride), [Mg] (magnesium), C(=O)OC(C)(C)C (H-Boc), C(C)(C)(C)OC(=O)N1C(CC1)=O (N-(t-butoxycarbonyl)azetidinone), acetal, [Mg] (Magnesium), BrC(C)Br (dibromoethane). Run in O1CCCC1 (tetrahydrofuran), O1CCCC1 (tetrahydrofuran), O1CCCC1 (tetrahydrofuran). Reaction conditions: temperature 65 celsius, time 45 minute. Product: C(C)OC(C1=CC=C(C=C1)C1(CN(C1)C(=O)OC(C)(C)C)O)OCC (tert-butyl 3-(4-(diethoxymethyl)phenyl)-3-hydroxyazetidine-1-carboxylate). RXN SMILES: [Cl-].[Ce+3].[Cl-].[Cl-].[CH2:5]([O:7][CH:8]([O:16][CH2:17][CH3:18])[C:9]1[CH:14]=[CH:13][C:12](Br)=[CH:11][CH:10]=1)[CH3:6].[Mg].BrC(Br)C.[C:24]([O:28][C:29]([N:31]1[CH2:34][CH2:33][C:32]1=O)=[O:30])([CH3:27])([CH3:26])[CH3:25].C(OC(C)(C)C)=[O:37]>O1CCCC1>[CH2:5]([O:7][CH:8]([O:16][CH2:17][CH3:18])[C:9]1[CH:14]=[CH:13][C:12]([C:33]2([OH:37])[CH2:34][N:31]([C:29]([O:28][C:24]([CH3:27])([CH3:26])[CH3:25])=[O:30])[CH2:32]2)=[CH:11][CH:10]=1)[CH3:6] |f:0.1.2.3|. Procedure: Cerium chloride (71.4 g, 290 mmoles) was slurried in tetrahydrofuran (600 mL) and heated to 65° C. for 2.5 hours, then cooled to room temperature In a separate flask, 4-bromobenzaldehyde diethylacetal (100 g, 386 mmoles) was dissolved in tetrahydrofuran (750 mL). Magnesium turnings (5.9 g, 241 mmoles) and dibromoethane (0.5 mL) were added and the mixture heated to reflux for 2.5 hours, until all the magnesium had reacted. Heating was removed and the Grignard solution cooled in an ice bath. The c...